Dataset: the Open Reaction Database (ORD), a public repository of structured organic reaction records. Task: describe an organic reaction: reactants, conditions, products, and yield Starting materials: CC(C)[Si](C(C)C)(C(C)C)n1cc(Cc2cc(F)c(OCc3ccccc3)cc2F)c2cccnc21, CO, [H][H], [OH-], [OH-], [Pd+2]. Product: CC(C)[Si](C(C)C)(C(C)C)n1cc(Cc2cc(F)c(O)cc2F)c2cccnc21. As a reaction SMILES: [CH2:1]([c:2]1[cH:3][cH:4][cH:5][cH:6][cH:7]1)[O:8][c:9]1[cH:10][c:11]([F:36])[c:12]([CH2:13][c:14]2[cH:15][n:16]([Si:23]([CH:24]([CH3:25])[CH3:26])([CH:27]([CH3:28])[CH3:29])[CH:30]([CH3:31])[CH3:32])[c:17]3[n:18][cH:19][cH:20][cH:21][c:22]23)[cH:33][c:34]1[F:35].[CH3:39][OH:40].[H:37][H:38].[OH-:41].[OH-:43].[Pd+2:42]>>[OH:8][c:9]1[cH:10][c:11]([F:36])[c:12]([CH2:13][c:14]2[cH:15][n:16]([Si:23]([CH:24]([CH3:25])[CH3:26])([CH:27]([CH3:28])[CH3:29])[CH:30]([CH3:31])[CH3:32])[c:17]3[n:18][cH:19][cH:20][cH:21][c:22]23)[cH:33][c:34]1[F:35]. Reactants: CC[C@H](C)C(=O)O[C@H]1C[C@H](C=C2[C@H]1[C@H]([C@H](C=C2)C)CC[C@@H]3C[C@H](CC(=O)O3)O)C (Lovastatin), CC[C@H](C)C(=O)O[C@H]1C[C@H](C=C2[C@H]1[C@H]([C@H](C=C2)C)CC[C@@H]3C[C@H](CC(=O)O3)O)C (lovastatin), O (water). Yields the product CC[C@H](C)C(=O)O[C@H]1C[C@H](C=C2[C@H]1[C@H]([C@H](C=C2)C)CC[C@H](C[C@H](CC(=O)O)O)O)C (lovastatin acid). As a reaction SMILES: [CH3:1][CH2:2][C@@H:3]([C:5]([O:7][C@@H:8]1[C@@H:13]2[C@@H:14]([CH2:19][CH2:20][C@H:21]3[O:27][C:25](=[O:26])[CH2:24][C@H:23]([OH:28])[CH2:22]3)[C@@H:15]([CH3:18])[CH:16]=[CH:17][C:12]2=[CH:11][C@H:10]([CH3:29])[CH2:9]1)=[O:6])[CH3:4].[OH2:30]>>[CH3:1][CH2:2][C@@H:3]([C:5]([O:7][C@@H:8]1[C@@H:13]2[C@@H:14]([CH2:19][CH2:20][C@@H:21]([OH:30])[CH2:22][C@@H:23]([OH:28])[CH2:24][C:25]([OH:27])=[O:26])[C@@H:15]([CH3:18])[CH:16]=[CH:17][C:12]2=[CH:11][C@H:10]([CH3:29])[CH2:9]1)=[O:6])[CH3:4]. Reported procedure: Lovastatin shows poor solubility under the aqueous conditions necessary for enzymatic activity. Alternatively, in one aspect, a suspension of lovastatin in water is raised to pH>12 to effect a rapid hydrolysis of the lactone ring resulting in the in-situ formation of the more soluble lovastatin acid salt. In practice, a suspension of lovastatin in water/MeOH is treated with a solution of 1 mole equivalent of NaOH in water and stirred until dissolution is complete. The pH of the reaction mixture ... Reactants: CO, CC(=O)Nc1ccccc1C#C[Si](C)(C)C, [K+], [OH-], O. Product: C#Cc1ccccc1NC(C)=O. RXN SMILES: [CH3:20][OH:21].[CH3:3][Si:4]([C:5]#[C:6][c:7]1[c:8]([NH:13][C:14]([CH3:15])=[O:16])[cH:9][cH:10][cH:11][cH:12]1)([CH3:17])[CH3:18].[K+:2].[OH-:1].[OH2:19]>>[CH:5]#[C:6][c:7]1[c:8]([NH:13][C:14]([CH3:15])=[O:16])[cH:9][cH:10][cH:11][cH:12]1. Starting materials: C(C)(=O)OCC.CO.[OH-].[NH4+] (ethyl acetate methanol ammonium hydroxide), C(C)(C)O (isopropyl alcohol), ClS(=O)(=O)N=C=O (chlorosulfonyl isocyanate), C(C1=CC=CC=C1)O (benzyl alcohol), CC=1N(C=CN1)C1=CC=C(C=C1)O (4-(2-methyl-1H-imidazol-1-yl)phenol). The solvent is C(C)#N (acetonitrile). Run at time 1.5 hour. Yields the product Cl.CC=1N(C=CN1)C1=CC=C(C=C1)OS(N)(=O)=O (Sulfamic acid 4-(2-methyl-1H-imidazol-1-yl)phenyl ester monohydrochloride). Reaction SMILES: [Cl:1][S:2]([N:5]=C=O)(=[O:4])=[O:3].C(O)C1C=CC=CC=1.[CH3:16][C:17]1[N:18]([C:22]2[CH:27]=[CH:26][C:25]([OH:28])=[CH:24][CH:23]=2)[CH:19]=[CH:20][N:21]=1.C(OCC)(=O)C.CO.[OH-].[NH4+].C(O)(C)C>C(#N)C>[ClH:1].[CH3:16][C:17]1[N:18]([C:22]2[CH:27]=[CH:26][C:25]([O:28][S:2](=[O:3])(=[O:4])[NH2:5])=[CH:24][CH:23]=2)[CH:19]=[CH:20][N:21]=1 |f:3.4.5.6,9.10|. Procedure: To a chilled solution of acetonitrile (50 ml) and chlorosulfonyl isocyanate (12.16 g, 0.086 mole) was added benzyl alcohol (9.29 g, 0.086 mole) while maintaining the temperature between 10°-15° C. The reaction stirred at room temperature 1.5 hr and 4-(2-methyl-1H-imidazol-1-yl)phenol (10.0 g, 0.057 mole) added in small portions) while maintaining the temperature below 20° C. The reaction was stirred overnight and its progress checked by thin layer chromatography (8:1:1 ethyl acetate/methanol/amm... Reactants: Cc1ccccc1, O=C(O)CCNc1ccc(Cl)cc1[N+](=O)[O-]. The product is O=C1CCNc2c1cc(Cl)cc2[N+](=O)[O-]. RXN SMILES: [CH3:17][c:18]1[cH:19][cH:20][cH:21][cH:22][cH:23]1.[Cl:1][c:2]1[cH:3][c:4]([N+:14](=[O:15])[O-:16])[c:5]([NH:8][CH2:9][CH2:10][C:11](=[O:12])[OH:13])[cH:6][cH:7]1>>[Cl:1][c:2]1[cH:3][c:4]([N+:14](=[O:15])[O-:16])[c:5]2[c:6]([cH:7]1)[C:11](=[O:13])[CH2:10][CH2:9][NH:8]2. Reactants: OCCN1CCC(=CC1)C1=CNC2=CC=C(C=C12)NC(=N)C=1SC=CC1 (N-(3-(1-(2-hydroxyethyl)-1,2,3,6-tetrahydropyridin-4-yl)-1H-indol-5-yl)thiophene-2-carboximidamide), Cl (hydrogen chloride). Run in CO (methanol). Conditions: time 15 minute. Yields the product Cl.Cl.OCCN1CCC(=CC1)C1=CNC2=CC=C(C=C12)NC(=N)C=1SC=CC1 (N-(3-(1-(2-hydroxyethyl)-1,2,3,6-tetrahydropyridin-4-yl)-1H-indol-5-yl)thiophene-2-carboximidamide dihydrochloride). Yield: 93.4%. As a reaction SMILES: [OH:1][CH2:2][CH2:3][N:4]1[CH2:9][CH:8]=[C:7]([C:10]2[C:18]3[C:13](=[CH:14][CH:15]=[C:16]([NH:19][C:20]([C:22]4[S:23][CH:24]=[CH:25][CH:26]=4)=[NH:21])[CH:17]=3)[NH:12][CH:11]=2)[CH2:6][CH2:5]1.[ClH:27]>CO>[ClH:27].[ClH:27].[OH:1][CH2:2][CH2:3][N:4]1[CH2:5][CH:6]=[C:7]([C:10]2[C:18]3[C:13](=[CH:14][CH:15]=[C:16]([NH:19][C:20]([C:22]4[S:23][CH:24]=[CH:25][CH:26]=4)=[NH:21])[CH:17]=3)[NH:12][CH:11]=2)[CH2:8][CH2:9]1 |f:3.4.5|. Procedure details: A solution of N-(3-(1-(2-hydroxyethyl)-1,2,3,6-tetrahydropyridin-4-yl)-1H-indol-5-yl)thiophene-2-carboximidamide (0.125 g, 0.341 mmol) in dry methanol (3 mL) was treated with hydrogen chloride (1M in diethyl ether) (1.023 mL, 1.023 mmol) at room temperature. Solvent was evaporated under reduced pressure after stirring for 15 minutes and the crude material was dried to obtain N-(3-(1-(2-hydroxyethyl)-1,2,3,6-tetrahydropyridin-4-yl)-1H-indol-5-yl)thiophene-2-carboximidamide dihydrochloride (0.14 g... The product is C1(=CC=CC=C1)S(=O)(=O)C[C@H]1[C@H](CC[C@H](C1)N(C)C(C)C)N1C([C@H](CC1)NC=1C2=C(N=C(N1)C(F)(F)F)N=CC(=C2)Cl)=O (1-[(1S,2R,4R)-2-benzenesulfonylmethyl-4-(isopropyl-methyl-amino)-cyclohexyl]-(3S)-3-(6-chloro-2-trifluoromethyl-pyrido[2,3-d]pyrimidin-4-ylamino)-pyrrolidin-2-one). Procedure: The titled compound was prepared from (3S)-3-amino-1-[(1S,2R,4R)-2-benzenesulfonylmethyl-4-(isopropyl-methyl-amino)-cyclohexyl]-pyrrolidin-2-one and 4,6-dichloro-2-trifluoromethyl-pyrido[2,3-d]pyrimidine using the conditions described in Example 106, part C. MS (ES+)=639 (M+H)+. Starting materials: N[C@@H]1C(N(CC1)[C@@H]1[C@@H](C[C@@H](CC1)N(C)C(C)C)CS(=O)(=O)C1=CC=CC=C1)=O ((3S)-3-amino-1-[(1S,2R,4R)-2-benzenesulfonylmethyl-4-(isopropyl-methyl-amino)-cyclohexyl]-pyrrolidin-2-one), ClC=1C2=C(N=C(N1)C(F)(F)F)N=CC(=C2)Cl (4,6-dichloro-2-trifluoromethyl-pyrido[2,3-d]pyrimidine). Reaction SMILES: [NH2:1][C@H:2]1[CH2:6][CH2:5][N:4]([C@H:7]2[CH2:12][CH2:11][C@@H:10]([N:13]([CH:15]([CH3:17])[CH3:16])[CH3:14])[CH2:9][C@H:8]2[CH2:18][S:19]([C:22]2[CH:27]=[CH:26][CH:25]=[CH:24][CH:23]=2)(=[O:21])=[O:20])[C:3]1=[O:28].Cl[C:30]1[C:31]2[CH:43]=[C:42]([Cl:44])[CH:41]=[N:40][C:32]=2[N:33]=[C:34]([C:36]([F:39])([F:38])[F:37])[N:35]=1>>[C:22]1([S:19]([CH2:18][C@@H:8]2[CH2:9][C@H:10]([N:13]([CH:15]([CH3:16])[CH3:17])[CH3:14])[CH2:11][CH2:12][C@@H:7]2[N:4]2[CH2:5][CH2:6][C@H:2]([NH:1][C:30]3[C:31]4[CH:43]=[C:42]([Cl:44])[CH:41]=[N:40][C:32]=4[N:33]=[C:34]([C:36]([F:39])([F:37])[F:38])[N:35]=3)[C:3]2=[O:28])(=[O:21])=[O:20])[CH:23]=[CH:24][CH:25]=[CH:26][CH:27]=1. Reactants: C1(=CC=CC=C1)P(C1=CC=CC=C1)C1=CC=CC=C1 (triphenylphosphine), ClC=1C=C(C=CC1N1N=NN=C1C(F)(F)F)C(C(=O)O)CC1CCCCC1 (2-[3-chloro-4-(5-trifluoromethyl-tetrazol-1-yl)-phenyl]-3-cyclohexyl-propionic acid), NC=1SC=CN1 (2-aminothiazole), BrN1C(CCC1=O)=O (N-bromosuccinimide). The solvent is C(Cl)Cl (methylene chloride), C(Cl)Cl (methylene chloride). Conditions: temperature 0 celsius, time 30 minute. The product is hexanes ethyl acetate, ClC=1C=C(C=CC1N1N=NN=C1C(F)(F)F)C(C(=O)NC=1SC=CN1)CC1CCCCC1 (2-[3-chloro-4-(5-trifluoromethyl-tetrazol-1-yl)-phenyl]-3-cyclohexyl-N-thiazol-2-yl-propionamide). The yield is 18.6%. As a reaction SMILES: C1(P(C2C=CC=CC=2)C2C=CC=CC=2)C=CC=CC=1.BrN1C(=O)CCC1=O.[Cl:28][C:29]1[CH:30]=[C:31]([CH:44]([CH2:48][CH:49]2[CH2:54][CH2:53][CH2:52][CH2:51][CH2:50]2)[C:45](O)=[O:46])[CH:32]=[CH:33][C:34]=1[N:35]1[C:39]([C:40]([F:43])([F:42])[F:41])=[N:38][N:37]=[N:36]1.[NH2:55][C:56]1[S:57][CH:58]=[CH:59][N:60]=1>C(Cl)Cl>[Cl:28][C:29]1[CH:30]=[C:31]([CH:44]([CH2:48][CH:49]2[CH2:54][CH2:53][CH2:52][CH2:51][CH2:50]2)[C:45]([NH:55][C:56]2[S:57][CH:58]=[CH:59][N:60]=2)=[O:46])[CH:32]=[CH:33][C:34]=1[N:35]1[C:39]([C:40]([F:43])([F:42])[F:41])=[N:38][N:37]=[N:36]1. Procedure details: A solution of triphenylphosphine (409 mg, 1.56 mmol) in methylene chloride (8 mL) was cooled to 0° C. and then treated with N-bromosuccinimide (277 mg, 1.56 mmol). The reaction mixture was stirred at 0° C. for 30 min and then treated with a solution of 2-[3-chloro-4-(5-trifluoromethyl-tetrazol-1-yl)-phenyl]-3-cyclohexyl-propionic acid (370 mg, 0.92 mmol) in methylene chloride (5 mL). The clear solution was stirred for 15 min at 0° C. and then allowed to warm to 25° C. where it was stirred for 2 ...